Dataset: the Open Reaction Database (ORD), a public repository of structured organic reaction records. Task: describe an organic reaction: reactants, conditions, products, and yield RXN SMILES: [CH3:33][c:34]1[cH:35][cH:36][cH:37][cH:38][cH:39]1.[CH3:9][C:10]([CH:11]([OH:12])[c:13]1[cH:14][cH:15][c:16]([CH3:19])[cH:17][cH:18]1)([CH3:20])[O:21][c:22]1[c:23]([CH3:30])[c:24]([CH3:29])[cH:25][c:26]([CH3:28])[cH:27]1.[Na+:32].[OH-:31].[OH:1][S:2]([C:3]([F:4])([F:5])[F:6])(=[O:7])=[O:8]>>[CH3:9][C:10]1([CH3:20])[CH:11]([c:13]2[cH:14][cH:15][c:16]([CH3:19])[cH:17][cH:18]2)[c:27]2[c:22]([c:23]([CH3:30])[c:24]([CH3:29])[cH:25][c:26]2[CH3:28])[O:21]1. Product: Cc1ccc(C2c3c(C)cc(C)c(C)c3OC2(C)C)cc1. Reactants: Cc1ccccc1, Cc1ccc(C(O)C(C)(C)Oc2cc(C)cc(C)c2C)cc1, [Na+], [OH-], O=S(=O)(O)C(F)(F)F. Starting materials: CCO, CCN(C(C)C)C(C)C, Clc1cncc(Cl)c1N1CCNCC1, FC(F)(Cl)c1nnc2ccc(Cl)nn12. Product: FC(F)(Cl)c1nnc2ccc(N3CCN(c4c(Cl)cncc4Cl)CC3)nn12. As a reaction SMILES: [CH3:38][CH2:39][OH:40].[CH:29]([N:30]([CH2:31][CH3:32])[CH:33]([CH3:34])[CH3:35])([CH3:36])[CH3:37].[Cl:15][c:16]1[cH:17][n:18][cH:19][c:20]([Cl:28])[c:21]1[N:22]1[CH2:23][CH2:24][NH:25][CH2:26][CH2:27]1.[Cl:1][c:2]1[cH:3][cH:4][c:5]2[n:6]([n:7]1)[c:8]([C:11]([F:12])([F:13])[Cl:14])[n:9][n:10]2>>[c:2]1([N:25]2[CH2:24][CH2:23][N:22]([c:21]3[c:16]([Cl:15])[cH:17][n:18][cH:19][c:20]3[Cl:28])[CH2:27][CH2:26]2)[cH:3][cH:4][c:5]2[n:6]([n:7]1)[c:8]([C:11]([F:12])([F:13])[Cl:14])[n:9][n:10]2. Reactants: Cl.OC=1C=C(CCN)C=CC1O (3,4-dihydroxyphenethylamine hydrochloride), C(C)OC(COC1=CC=C(C=C1)OCC=C)OCC ((4-allyloxyphenoxy)acetaldehyde diethyl acetal), O (water). The reagents and catalysts are Cl (hydrochloric acid). Run in C(CCC)O (n-butanol). Yields the product Cl.C(C=C)OC1=CC=C(OC2NCCC3=CC(=C(C=C23)O)O)C=C1 (1-(4-allyloxyphenoxy)-6,7-dihydroxy-1,2,3,4-tetrahydroisoquinoline hydrochloride). The yield is 98.6%. As a reaction SMILES: [ClH:1].[OH:2][C:3]1[CH:4]=[C:5]([CH:9]=[CH:10][C:11]=1[OH:12])[CH2:6][CH2:7][NH2:8].C(OC(OCC)[CH2:17][O:18][C:19]1[CH:24]=[CH:23][C:22]([O:25][CH2:26][CH:27]=[CH2:28])=[CH:21][CH:20]=1)C.O>C(O)CCC.Cl>[ClH:1].[CH2:26]([O:25][C:22]1[CH:23]=[CH:24][C:19]([O:18][CH:17]2[C:9]3[C:5](=[CH:4][C:3]([OH:2])=[C:11]([OH:12])[CH:10]=3)[CH2:6][CH2:7][NH:8]2)=[CH:20][CH:21]=1)[CH:27]=[CH2:28] |f:0.1,6.7|. Reported procedure: A solution of 3,4-dihydroxyphenethylamine hydrochloride (3.3 g) and (4-allyloxyphenoxy)acetaldehyde diethyl acetal (5.2 g) in a mixture of n-butanol (45 ml), water (12 ml) and concentrated hydrochloric acid (2 drops) was refluxed for 4 hours. After the reaction, the reaction mixture was concentrated to dryness. The residue was crystallized by adding acetone, and the crystals were recrystallized from a mixed solvent of 99% ethanol and ether to give 1-(4-allyloxyphenoxy)-6,7-dihydroxy-1,2,3,4-tetr... Reactants: C(C)OC1=CC=NC2=CC=C(C=C12)C=C1C(N=C(S1)SC)=O (5-(4-ethoxy-quinolin-6-ylmethylene)-2-methylsulfanyl-thiazol-4-one), C(C)OC1=C(C=CC=C1)CCN (2-(2-ethoxy-phenyl)-ethylamine), CCN(C(C)C)C(C)C (DIEA). Yields the product C(C)OC1=C(C=CC=C1)CCNC=1S\C(\C(N1)=O)=C/C=1C=C2C(=CC=NC2=CC1)OCC (2-[2-(2-ethoxy-phenyl)-ethylamino]-5-[1-(4-ethoxy-quinolin-6-yl)-meth-(Z)-ylidene]-thiazol-4-one). RXN SMILES: [CH2:1]([O:3][C:4]1[C:13]2[C:8](=[CH:9][CH:10]=[C:11]([CH:14]=[C:15]3[S:19][C:18](SC)=[N:17][C:16]3=[O:22])[CH:12]=2)[N:7]=[CH:6][CH:5]=1)[CH3:2].[CH2:23]([O:25][C:26]1[CH:31]=[CH:30][CH:29]=[CH:28][C:27]=1[CH2:32][CH2:33][NH2:34])[CH3:24].CCN(C(C)C)C(C)C>>[CH2:23]([O:25][C:26]1[CH:31]=[CH:30][CH:29]=[CH:28][C:27]=1[CH2:32][CH2:33][NH:34][C:18]1[S:19]/[C:15](=[CH:14]\[C:11]2[CH:12]=[C:13]3[C:8](=[CH:9][CH:10]=2)[N:7]=[CH:6][CH:5]=[C:4]3[O:3][CH2:1][CH3:2])/[C:16](=[O:22])[N:17]=1)[CH3:24]. Procedure details: Similar procedure as described in example 40c was used, starting from 5-(4-ethoxy-quinolin-6-ylmethylene)-2-methylsulfanyl-thiazol-4-one (example 40b), 2-(2-ethoxy-phenyl)-ethylamine and DIEA to give 2-[2-(2-ethoxy-phenyl)-ethylamino]-5-[1-(4-ethoxy-quinolin-6-yl)-meth-(Z)-ylidene]-thiazol-4-one. LC-MS m/e 448 (MH+). Reactants: FC(C(=O)NC1=C(C=C(C=C1C)C1=CC=C(C=C1)C(C)(C)C)C)(F)F (2,2,2-trifluoro-N-(4′-tert-butyl-3,5-dimethyl-biphenyl-4-yl)-acetamide), Cl (hydrochloric acid). The solvent is O (water). Yields the product C(C)(C)(C)C1=CC=C(C=C1)C1=CC(=C(C(=C1)C)N)C (4′-tert-butyl-3,5-dimethyl-biphenyl-4-ylamine). Yield: 69.0%. As a reaction SMILES: FC(F)(F)C([NH:5][C:6]1[C:11]([CH3:12])=[CH:10][C:9]([C:13]2[CH:18]=[CH:17][C:16]([C:19]([CH3:22])([CH3:21])[CH3:20])=[CH:15][CH:14]=2)=[CH:8][C:7]=1[CH3:23])=O.Cl>O>[C:19]([C:16]1[CH:15]=[CH:14][C:13]([C:9]2[CH:8]=[C:7]([CH3:23])[C:6]([NH2:5])=[C:11]([CH3:12])[CH:10]=2)=[CH:18][CH:17]=1)([CH3:22])([CH3:21])[CH3:20]. Procedure: A 250 ml round bottom flask was charged with 5.06 mmol (1.768 g) of 2,2,2-trifluoro-N-(4′-tert-butyl-3,5-dimethyl-biphenyl-4-yl)-acetamide, water (10 ml), and concentrated hydrochloric acid (10 ml). The mixture was heated to reflux for 17 h. The solution was allowed to cool to ambient temperature before it was evaporated to dryness. The residue was refluxed with Ba(OH)2.8H2O (9 g) in 100 ml of water for 1.5 h and then cooled to room temperature. This aqueous solution was extracted three times wi... Run at temperature 65 celsius, time 5 minute. The yield is 73.7%. Starting materials: Cl (HCl), N(=O)OC(C)(C)C (t-butyl nitrite), NC1=C(C=C(C=C1)C1CCC(N1C1=CC=C(C=C1)OC1=CC=C(C=C1)Cl)=O)C(F)(F)F (5-(4-amino-3-trifluoromethyl-phenyl)-1-[4-(4-chloro-phenoxy)-phenyl]-pyrrolidin-2-one). As a reaction SMILES: N(OC(C)(C)C)=O.N[C:9]1[CH:14]=[CH:13][C:12]([CH:15]2[N:19]([C:20]3[CH:25]=[CH:24][C:23]([O:26][C:27]4[CH:32]=[CH:31][C:30]([Cl:33])=[CH:29][CH:28]=4)=[CH:22][CH:21]=3)[C:18](=[O:34])[CH2:17][CH2:16]2)=[CH:11][C:10]=1[C:35]([F:38])([F:37])[F:36].Cl>CN(C=O)C>[Cl:33][C:30]1[CH:29]=[CH:28][C:27]([O:26][C:23]2[CH:24]=[CH:25][C:20]([N:19]3[CH:15]([C:12]4[CH:13]=[CH:14][CH:9]=[C:10]([C:35]([F:36])([F:37])[F:38])[CH:11]=4)[CH2:16][CH2:17][C:18]3=[O:34])=[CH:21][CH:22]=2)=[CH:32][CH:31]=1. The product is ClC1=CC=C(OC2=CC=C(C=C2)N2C(CCC2C2=CC(=CC=C2)C(F)(F)F)=O)C=C1 (1-[4-(4-chloro-phenoxy)-phenyl]-5-(3-trifluoromethyl-phenyl)-pyrrolidin-2-one). Procedure: A solution of t-butyl nitrite (4.62 mg, 0.045 mmol) in DMF (0.2 mL) is heated to 65° C. while 5-(4-amino-3-trifluoromethyl-phenyl)-1-[4-(4-chloro-phenoxy)-phenyl]-pyrrolidin-2-one (10 mg, 0.022 mmol) in DMF (0.2 mL) is added in dropwise. The resulted mixture is stirred at 65° C. for an extra 5 min and then cooled down to room temperature. The reaction mixture is treated with 2 N HCl (5 mL) and extracted with EtOAc (3×3 mL). The combined organic layers is concentrated and purified by flash column... Run in CN(C)C=O (DMF), CN(C)C=O (DMF).